The task is: describe an organic reaction: reactants, conditions, products, and yield. This data is from the Open Reaction Database (ORD), a public repository of structured organic reaction records. The reactants are NC1=NC(=C2NC=NC2=N1)N=[N+]=[N-] (2-amino-6-azidopurine), Cl (hydrochloric acid). Reagents/catalysts: [Pd] (Pd/C). The solvent is CO (methanol). Product: NC1=NC(=C2NC=NC2=N1)N (2,6-diaminopurine). Yield: 46.9%. RXN SMILES: [NH2:1][C:2]1[N:10]=[C:9]2[C:5]([NH:6][CH:7]=[N:8]2)=[C:4]([N:11]=[N+]=[N-])[N:3]=1.Cl>CO.[Pd]>[NH2:1][C:2]1[N:10]=[C:9]2[C:5]([NH:6][CH:7]=[N:8]2)=[C:4]([NH2:11])[N:3]=1. Procedure details: 9-(R) -2-phosphonomethoxypropyl) -2-amino-6-azidopurine (0.30 g, prepared according to Example 27) in 50% aqueous methanol (200 ml) containing hydrochloric acid (0.5 ml) was hydrogenated over 10% Pd/C (0.5 g) overnight at room temperature. The mixture was filtered, washed with water, filtrate alkalized with ammonia and evaporated in vacuo. The residue was deionized on a column of Dowex 50×8 (50 ml) (cf. Example 25) and the ammonia eluate evaporated to dryness. The residue in water (pH adjusted t...